From a dataset of the Open Reaction Database (ORD), a public repository of structured organic reaction records. describe an organic reaction: reactants, conditions, products, and yield The reactants are CCOCC, Cl, Cc1cc(NCc2c(C)cc(F)cc2C)c2nc(C)c(C(=O)O)n2c1, c1ccc(Oc2ccccc2)cc1. The product is Cc1cc(NCc2c(C)cc(F)cc2C)c2nc(C)cn2c1. Reaction SMILES: [CH3:40][CH2:41][O:42][CH2:43][CH3:44].[ClH:39].[F:1][c:2]1[cH:3][c:4]([CH3:25])[c:5]([CH2:6][NH:7][c:8]2[c:9]3[n:10]([cH:11][c:12]([CH3:14])[cH:13]2)[c:15]([C:19]([OH:20])=[O:21])[c:16]([CH3:18])[n:17]3)[c:22]([CH3:24])[cH:23]1.[O:26]([c:27]1[cH:28][cH:29][cH:30][cH:31][cH:32]1)[c:33]1[cH:34][cH:35][cH:36][cH:37][cH:38]1>>[F:1][c:2]1[cH:3][c:4]([CH3:25])[c:5]([CH2:6][NH:7][c:8]2[c:9]3[n:10]([cH:11][c:12]([CH3:14])[cH:13]2)[cH:15][c:16]([CH3:18])[n:17]3)[c:22]([CH3:24])[cH:23]1. The reactants are aqueous solution, [OH-].[Na+] (sodium hydroxide), N1CCC(CC1)NC(=O)C=1CCOC2=C(C1)C=C(C=C2)C2=CC=C(C=C2)C (N-(4-piperidinyl)-7-(4-methylphenyl)-2,3-dihydro-1-benzooxepine-4-carboxamide), O1CCC(CC1)=O (tetrahydro-4H-pyran-4-one), C(C)(=O)O[BH-](OC(C)=O)OC(C)=O.[Na+] (sodium triacetoxyborohydride). Solvent: ClCCCl (1,2-dichloroethane). Reaction conditions: time 8 hour. Product: O1CCC(CC1)N1CCC(CC1)NC(=O)C=1CCOC2=C(C1)C=C(C=C2)C2=CC=C(C=C2)C (N-(1-(tetrahydropyran-4-yl)piperidin-4-yl)-7-(4-methylphenyl)-2,3-dihydro-1-benzooxepine-4-carboxamide). The yield is 70.3%. Reaction SMILES: [NH:1]1[CH2:6][CH2:5][CH:4]([NH:7][C:8]([C:10]2[CH2:11][CH2:12][O:13][C:14]3[CH:20]=[CH:19][C:18]([C:21]4[CH:26]=[CH:25][C:24]([CH3:27])=[CH:23][CH:22]=4)=[CH:17][C:15]=3[CH:16]=2)=[O:9])[CH2:3][CH2:2]1.[O:28]1[CH2:33][CH2:32][C:31](=O)[CH2:30][CH2:29]1.C(O[BH-](OC(=O)C)OC(=O)C)(=O)C.[Na+].[OH-].[Na+]>ClCCCl>[O:28]1[CH2:33][CH2:32][CH:31]([N:1]2[CH2:2][CH2:3][CH:4]([NH:7][C:8]([C:10]3[CH2:11][CH2:12][O:13][C:14]4[CH:20]=[CH:19][C:18]([C:21]5[CH:22]=[CH:23][C:24]([CH3:27])=[CH:25][CH:26]=5)=[CH:17][C:15]=4[CH:16]=3)=[O:9])[CH2:5][CH2:6]2)[CH2:30][CH2:29]1 |f:2.3,4.5|. Procedure details: To N-(4-piperidinyl)-7-(4-methylphenyl)-2,3-dihydro-1-benzooxepine-4-carboxamide (0.15 g) and tetrahydro-4H-pyran-4-one (0.06 g) dissolved in 1,2-dichloroethane (7 ml) was added under ice cooling sodium triacetoxyborohydride (0.13 g), and the resulting mixture was stirred at room temperature overnight under a nitrogen atmosphere. The reaction mixture was neutralized with a 1 N aqueous solution of sodium hydroxide, was then concentrated and was extracted with ethyl acetate. The organic layer was ... Reactants: FC(C(=O)N(CC(=O)OC)CP(=S)(N1CCOCC1)N1CCOCC1)(F)F (N-trifluoroacetyl-N-[bis(morpholino)phosphinothioylmethyl]glycine, methyl ester), C(C)(C)O (isopropanol), sodium tetrahydrido boron. Conditions: temperature 0 celsius. Yields the product O1CCN(CC1)P(=S)(N1CCOCC1)CNCC(=O)OC(C)C (N-[bis(morpholino)phosphinothioylmethyl]glycine, isopropyl ester). Reaction SMILES: FC(F)(F)C([N:5]([CH2:11][P:12]([N:20]1[CH2:25][CH2:24][O:23][CH2:22][CH2:21]1)([N:14]1[CH2:19][CH2:18][O:17][CH2:16][CH2:15]1)=[S:13])[CH2:6][C:7]([O:9]C)=O)=O.[CH:28]([OH:31])([CH3:30])[CH3:29]>>[O:23]1[CH2:22][CH2:21][N:20]([P:12]([CH2:11][NH:5][CH2:6][C:7]([O:31][CH:28]([CH3:30])[CH3:29])=[O:9])([N:14]2[CH2:19][CH2:18][O:17][CH2:16][CH2:15]2)=[S:13])[CH2:25][CH2:24]1. Reported procedure: N-trifluoroacetyl-N-[bis(morpholino)phosphinothioylmethyl]glycine, methyl ester (5.35 g, 0.0123 mole) was dissolved in isopropanol and cooled to 0° C. on an ice bath. The solution was stirred and sodium tetrahydrido boron (467 mg, 0.0123 mole) was added portionwise over a ten minute period. The solution was allowed to warm to room temperature and stirred for an additional 45 minutes. The solvent was removed by evaporation under vacuum and the resulting residue was washed with water. The water wa... The reactants are OC1=C2CCC(CC2=CC=C1)=O (5-hydroxy-3,4-dihydro-2(1H)-naphthalenone), epoxide, C1(CC=CC2=CC=CC=C12)=O (naphthalenone), C1(=CC=CC=2CC(CCC12)O)O (5,6,7,8-tetrahydro-1,6-naphthalenediol). Yields the product O1C(COC2=C3CCC(CC3=CC=C2)O)C1 (1,2,3,4-tetrahydro-5-[2,3-epoxy-propoxy]-2-naphthol). As a reaction SMILES: [OH:1][C:2]1[CH:11]=[CH:10][CH:9]=[C:8]2[C:3]=1[CH2:4][CH2:5][C:6](=[O:12])[CH2:7]2.[C:13]1(=[O:23])C2C(=CC=CC=2)C=[CH:15][CH2:14]1.C1(O)C2CCC(O)CC=2C=CC=1>>[O:23]1[CH2:13][CH:14]1[CH2:15][O:1][C:2]1[CH:11]=[CH:10][CH:9]=[C:8]2[C:3]=1[CH2:4][CH2:5][CH:6]([OH:12])[CH2:7]2. Procedure details: Employing the procedure of Example 3 a, but substituting a 6-alkoxy-1-tetralone as shown in the left hand (first) column of Table II for 6-methoxy-1-tetralone, a 6-alkoxy-1-naphthol is produced, which is converted as per Example 3 b to the corresponding 5-hydroxy-3,4-dihydro-2(1H)-naphthalenone shown in the middle column of Table II; employing the procedure of Example 3 c the naphthalenone is converted to the corresponding 5,6,7,8-tetrahydro-1,6-naphthalenediol which is reacted with an epoxide o... Reactants: NC(C#N)C1=CC=C(C=C1)OC (2-amino-2-(p-methoxyphenyl)acetonitrile), C(C)(=O)CC=O (acetylacetaldehyde). Yields the product C(C)(=O)C=1C(=C(NC1)C1=CC=C(C=C1)OC)N (4-Acetyl-3-amino-2-(p-methoxyphenyl)pyrrole). As a reaction SMILES: [NH2:1][CH:2]([C:5]1[CH:10]=[CH:9][C:8]([O:11][CH3:12])=[CH:7][CH:6]=1)[C:3]#[N:4].[C:13]([CH2:16][CH:17]=O)(=[O:15])[CH3:14]>>[C:13]([C:16]1[C:3]([NH2:4])=[C:2]([C:5]2[CH:10]=[CH:9][C:8]([O:11][CH3:12])=[CH:7][CH:6]=2)[NH:1][CH:17]=1)(=[O:15])[CH3:14]. Reported procedure: Starting from 2-amino-2-(p-methoxyphenyl)acetonitrile and acetylacetaldehyde, the open-chain intermediate product is prepared, boiling at 180° C./0.03 mm Hg. Overall yield of the title compound: 44%, m.p. 198°-200° C. (from diethyl ether). The reactants are c1ccc(CN2CCC3CNCC32)cc1, CS(C)=O, Nc1cc(Cl)nc2nc(-c3ccco3)nn12. Yields the product Nc1cc(N2CC3CCN(Cc4ccccc4)C3C2)nc2nc(-c3ccco3)nn12. As a reaction SMILES: [CH2:17]([c:18]1[cH:19][cH:20][cH:21][cH:22][cH:23]1)[N:24]1[CH:25]2[CH2:26][NH:27][CH2:28][CH:29]2[CH2:30][CH2:31]1.[CH3:32][S:33]([CH3:34])=[O:35].[Cl:1][c:2]1[n:3][c:4]2[n:5]([c:6]([NH2:8])[cH:7]1)[n:9][c:10](-[c:12]1[o:13][cH:14][cH:15][cH:16]1)[n:11]2>>[c:2]1([N:27]2[CH2:26][CH:25]3[N:24]([CH2:17][c:18]4[cH:19][cH:20][cH:21][cH:22][cH:23]4)[CH2:31][CH2:30][CH:29]3[CH2:28]2)[n:3][c:4]2[n:5]([c:6]([NH2:8])[cH:7]1)[n:9][c:10](-[c:12]1[o:13][cH:14][cH:15][cH:16]1)[n:11]2.